From a dataset of the Open Reaction Database (ORD), a public repository of structured organic reaction records. describe an organic reaction: reactants, conditions, products, and yield The reactants are CC1(OCCC2=C1NC1=CC=CC=C21)C (1,3,4,9-Tetrahydro-1,1-dimethylpyrano[3,4-b]indole), [H-].[Na+] (sodium hydride), ice water, C(C1=CC=CC=C1)Cl (Benzyl chloride). Run in CN(C=O)C (dimethylformamide). Run at time 1 hour. Product: C1(=CC=CC=C1)CN1C2=C(C3=CC=CC=C13)CCOC2(C)C (9-phenylmethyl-1,3,4,9-tetrahydro-1,1-dimethylpyrano[3,4-b]indole). RXN SMILES: [CH3:1][C:2]1([CH3:15])[C:7]2[NH:8][C:9]3[C:14]([C:6]=2[CH2:5][CH2:4][O:3]1)=[CH:13][CH:12]=[CH:11][CH:10]=3.[H-].[Na+].[CH2:18](Cl)[C:19]1[CH:24]=[CH:23][CH:22]=[CH:21][CH:20]=1>CN(C)C=O>[C:19]1([CH2:18][N:8]2[C:9]3[C:14](=[CH:13][CH:12]=[CH:11][CH:10]=3)[C:6]3[CH2:5][CH2:4][O:3][C:2]([CH3:15])([CH3:1])[C:7]2=3)[CH:24]=[CH:23][CH:22]=[CH:21][CH:20]=1 |f:1.2|. Procedure: 1,3,4,9-Tetrahydro-1,1-dimethylpyrano[3,4-b]indole (5 g, 25 mmole, described by C. A. Demerson et al., cited above) was added portionwise to a suspension of sodium hydride (3 g, 58% dispersion in mineral oil) in 25 ml of dry dimethylformamide. This was stirred at room temperature for one hour. Benzyl chloride (3.8 g, 30 mmole) was added dropwise with ice cooling. The temperature was raised to 40° C. for 30 min. The reaction was poured into ice-water and the mixture was extracted with diethyl eth... Reactants: [OH-].[K+] (potassium hydroxide), CC1(C=2C=CC(=CC2C(CC1)(C)C)C(=C(C)C)C1=CC=C(C(=O)OC)C=C1)C (Methyl 4-[1-(5,6,7,8-tetrahydro-5,5,8,8-tetramethyl-2-naphthalenyl)-2-methyl-1-propenyl]benzoate), Cl (hydrochloric acid). Run in CO (methanol). Conditions: temperature 75 celsius, time 1 hour. The product is CC1(C=2C=CC(=CC2C(CC1)(C)C)C(=C(C)C)C1=CC=C(C(=O)O)C=C1)C (4-[1-(5,6,7,8-Tetrahydro-5,5,8,8-tetramethyl-2-naphthalenyl)-2-methyl-1-propenyl]benzoic acid). Isolated yield 99.8%. RXN SMILES: [CH3:1][C:2]1([CH3:28])[CH2:11][CH2:10][C:9]([CH3:13])([CH3:12])[C:8]2[CH:7]=[C:6]([C:14]([C:18]3[CH:27]=[CH:26][C:21]([C:22]([O:24]C)=[O:23])=[CH:20][CH:19]=3)=[C:15]([CH3:17])[CH3:16])[CH:5]=[CH:4][C:3]1=2.[OH-].[K+].Cl>CO>[CH3:1][C:2]1([CH3:28])[CH2:11][CH2:10][C:9]([CH3:12])([CH3:13])[C:8]2[CH:7]=[C:6]([C:14]([C:18]3[CH:27]=[CH:26][C:21]([C:22]([OH:24])=[O:23])=[CH:20][CH:19]=3)=[C:15]([CH3:16])[CH3:17])[CH:5]=[CH:4][C:3]1=2 |f:1.2|. Procedure: To a suspension of the ester 19 (0.115 g, 0.304 mmol) in 75% aqueous methanol (3 mL) was added one pellet of potassium hydroxide (0.12 g), The mixture was stirred at 75° C. for 1 h during which time the material dissolved. The solution was cooled to room temperature, acidified with 1N aqueous hydrochloric acid, and then extracted with 80% ethyl acetate/hexane. The combined organic layers were dried over anhydrous MgSO4, filtered, and concentrated to afford the desired acid 20 as a white powder (... Starting materials: BrC1=C(NC2=CC=CC=C12)C=1C=C(N=NC1OC)C1=CC(=C(C(=C1)C)O)C (4-[5-(3-bromo-1H-indol-2-yl)-6-methoxy-pyridazin-3-yl]-2,6-dimethyl-phenol), example 6 ( c ), O.C(C)(C)(C)OC1=NC=C(C(=N1)OC(C)(C)C)B(O)O (2,4-di(tert-butoxy)pyrimidin-5-yl boronic acid hydrate). Reaction SMILES: Br[C:2]1[C:10]2[C:5](=[CH:6][CH:7]=[CH:8][CH:9]=2)[NH:4][C:3]=1[C:11]1[CH:12]=[C:13]([C:19]2[CH:24]=[C:23]([CH3:25])[C:22]([OH:26])=[C:21]([CH3:27])[CH:20]=2)[N:14]=[N:15][C:16]=1[O:17][CH3:18].O.C([O:33][C:34]1[N:39]=[C:38]([O:40]C(C)(C)C)[C:37](B(O)O)=[CH:36][N:35]=1)(C)(C)C>>[OH:26][C:22]1[C:23]([CH3:25])=[CH:24][C:19]([C:13]2[N:14]=[N:15][C:16]([O:17][CH3:18])=[C:11]([C:3]3[NH:4][C:5]4[C:10]([C:2]=3[C:37]3[C:38](=[O:40])[NH:39][C:34](=[O:33])[NH:35][CH:36]=3)=[CH:9][CH:8]=[CH:7][CH:6]=4)[CH:12]=2)=[CH:20][C:21]=1[CH3:27] |f:1.2|. Reported procedure: 111 mg of 4-[5-(3-bromo-1H-indol-2-yl)-6-methoxy-pyridazin-3-yl]-2,6-dimethyl-phenol is treated analogously to example 6 (c), using 2,4-di(tert-butoxy)pyrimidin-5-yl boronic acid hydrate. Yield 100 mg. LC-MS (ES+) 455 (M+H)+. The product is OC1=C(C=C(C=C1C)C1=CC(=C(N=N1)OC)C=1NC2=CC=CC=C2C1C=1C(NC(NC1)=O)=O)C (5-{2-[6-(4-Hydroxy-3,5-dimethyl-phenyl)-3-methoxy-pyridazin-4-yl]-1H-indol-3-yl}-1H-pyrimidine-2,4-dione). Reactants: BrC=1C=NC=C(C1)C(C)(C)OC (3-bromo-5-(1-methoxy-1-methyl-ethyl)-pyridine), C(=O)([O-])[O-].[Na+].[Na+] (Na2CO3), O (water), CC1(OB(OC1(C)C)C=1C=C2CCCN(C2=NC1)C(=O)N)C (6-(4,4,5,5-tetramethyl-[1,3,2]dioxaborolan-2-yl)-3,4-dihydro-2H-[1,8]naphthyridine-1-carboxylic acid amide). The reagents and catalysts are C1=CC=C(C=C1)P(C2=CC=CC=C2)[C]3[CH][CH][CH][CH]3.C1=CC=C(C=C1)P(C2=CC=CC=C2)[C]3[CH][CH][CH][CH]3.Cl[Pd]Cl.[Fe] (PdCl2(DPPF)). The solvent is O1CCOCC1 (1,4-dioxane). Conditions: temperature 90 celsius. The product is COC(C)(C)C=1C=C(C=NC1)C=1C=C2CCCN(C2=NC1)C(=O)N (6-[5-(1-methoxy-1-methyl-ethyl)-3-pyridyl]-3,4-dihydro-2H-1,8-naphthyridine-1-carboxamide). Reaction SMILES: CC1(C)C(C)(C)OB([C:9]2[CH:10]=[C:11]3[C:16](=[N:17][CH:18]=2)[N:15]([C:19]([NH2:21])=[O:20])[CH2:14][CH2:13][CH2:12]3)O1.Br[C:24]1[CH:25]=[N:26][CH:27]=[C:28]([C:30]([O:33][CH3:34])([CH3:32])[CH3:31])[CH:29]=1.C([O-])([O-])=O.[Na+].[Na+].O>O1CCOCC1.C1C=CC(P([C]2[CH][CH][CH][CH]2)C2C=CC=CC=2)=CC=1.C1C=CC(P([C]2[CH][CH][CH][CH]2)C2C=CC=CC=2)=CC=1.Cl[Pd]Cl.[Fe]>[CH3:34][O:33][C:30]([C:28]1[CH:29]=[C:24]([C:9]2[CH:10]=[C:11]3[C:16](=[N:17][CH:18]=2)[N:15]([C:19]([NH2:21])=[O:20])[CH2:14][CH2:13][CH2:12]3)[CH:25]=[N:26][CH:27]=1)([CH3:32])[CH3:31] |f:2.3.4,7.8.9.10,^1:52,53,54,55,56,70,71,72,73,74|. Reported procedure: To a sealed tube which contained the crude 6-(4,4,5,5-tetramethyl-[1,3,2]dioxaborolan-2-yl)-3,4-dihydro-2H-[1,8]naphthyridine-1-carboxylic acid amide (generated according to the procedure for Step 3 of Example 16 in 5 mL 1,4-dioxane, 0.78 mmol) is added 3-bromo-5-(1-methoxy-1-methyl-ethyl)-pyridine (216 mg, 0.937 mmol), Na2CO3 (166 mg, 1.56 mmol) and water (0.5 mL). The mixture is bubbled with Ar for 5 min. Then PdCl2(DPPF) (57 mg, 0.078 mmol) is added. The mixture is then bubbled with Ar for 5 ... Reactants: CCOC(C)=O, COCCCC(=O)NNC(=O)O, CCOC(C)=O, Cl. Yields the product COCCCC(=O)NN, Cl. RXN SMILES: [C:13]([O:14][CH2:15][CH3:16])(=[O:17])[CH3:18].[CH3:1][O:2][CH2:3][CH2:4][CH2:5][C:6](=[O:7])[NH:8][NH:9][C:10]([OH:11])=[O:12].[CH3:20][CH2:21][O:22][C:23](=[O:24])[CH3:25].[ClH:19]>>[CH3:1][O:2][CH2:3][CH2:4][CH2:5][C:6](=[O:7])[NH:8][NH2:9].[ClH:19]. Starting materials: C(C)(=O)N1CCC(CC1)C(C1=CC=C(C=C1)N(C)C)=O (1-acetyl-4-(4-dimethylaminobenzoyl)piperidine), Cl (hydrochloric acid). Reagents/catalysts: [Pd] (palladium-on-carbon). The solvent is C(C)O (ethanol). Conditions: time 48 hour. Product: C(C)(=O)N1CCC(CC1)CC1=CC=C(C=C1)N(C)C (1-Acetyl-4-(4-dimethylaminobenzyl)piperidine). Yield: 74.9%. Reaction SMILES: [C:1]([N:4]1[CH2:9][CH2:8][CH:7]([C:10](=O)[C:11]2[CH:16]=[CH:15][C:14]([N:17]([CH3:19])[CH3:18])=[CH:13][CH:12]=2)[CH2:6][CH2:5]1)(=[O:3])[CH3:2].Cl>C(O)C.[Pd]>[C:1]([N:4]1[CH2:9][CH2:8][CH:7]([CH2:10][C:11]2[CH:12]=[CH:13][C:14]([N:17]([CH3:19])[CH3:18])=[CH:15][CH:16]=2)[CH2:6][CH2:5]1)(=[O:3])[CH3:2]. Procedure: In 100 mi of ethanol was dissolved 5.49 g of the 1-acetyl-4-(4-dimethylaminobenzoyl)piperidine (Compound No. 4) prepared in Example 4, followed by addition of concentrated hydrochloric acid (2 ml). Using 10% palladium-on-carbon as the catalyst, catalytic reduction was carried out at atmospheric temperature and pressure for 48 hours. After completion of the reaction, the solvent was distilled off and the residual oil was dissolved in ethyl acetate (100 ml). The solution was washed with a saturate...